describe an organic reaction: reactants, conditions, products, and yield From a dataset of the Open Reaction Database (ORD), a public repository of structured organic reaction records. The reactants are ClCCl, O=C1NCC2=C1C[N+]([O-])=C(c1ccccc1Cl)c1cc(Cl)ccc12, O, ClP(Cl)Cl. Product: O=C1NCC2=C1CN=C(c1ccccc1Cl)c1cc(Cl)ccc12. RXN SMILES: [CH2:30]([Cl:31])[Cl:32].[Cl:5][c:6]1[cH:7][c:8]2[c:9]([cH:27][cH:28]1)[C:10]1=[C:11]([CH2:12][N+:13]([O-:22])=[C:14]2[c:15]2[c:16]([Cl:21])[cH:17][cH:18][cH:19][cH:20]2)[C:23](=[O:26])[NH:24][CH2:25]1.[OH2:29].[P:1]([Cl:2])([Cl:3])[Cl:4]>>[Cl:5][c:6]1[cH:7][c:8]2[c:9]([cH:27][cH:28]1)[C:10]1=[C:11]([CH2:12][N:13]=[C:14]2[c:15]2[c:16]([Cl:21])[cH:17][cH:18][cH:19][cH:20]2)[C:23](=[O:26])[NH:24][CH2:25]1. The reactants are C[O-].[Na+] (Sodium methoxide), C(C)(=O)O (Acetic acid), C(#N)[BH3-].[Na+] (Sodium cyanoborohydride), Cl.FC1CNC1 (3-Fluoroazetidine hydrochloride), COC=1C=C(C=CC1N1C=NC(=C1)C)NC1=NC(=CC(=N1)C=O)COCC(F)(F)F (2-(3-methoxy-4-(4-methyl-1H-imidazol-1-yl)phenylamino)-6-((2,2,2-trifluoroethoxy)methyl)pyrimidine-4-carbaldehyde). The solvent is CO (methanol), O (Water). Reaction conditions: time 2 minute. The product is FC1CN(C1)CC1=NC(=NC(=C1)COCC(F)(F)F)NC1=CC(=C(C=C1)N1C=NC(=C1)C)OC (4-((3-Fluoroazetidin-1-yl)methyl)-N-(3-methoxy-4-(4-methyl-1H-imidazol-1-yl)phenyl)-6-((2,2,2-trifluoroethoxy)methyl)pyrimidin-2-amine). Reaction SMILES: Cl.[F:2][CH:3]1[CH2:6][NH:5][CH2:4]1.C[O-].[Na+].[CH3:10][O:11][C:12]1[CH:13]=[C:14]([NH:24][C:25]2[N:30]=[C:29]([CH:31]=O)[CH:28]=[C:27]([CH2:33][O:34][CH2:35][C:36]([F:39])([F:38])[F:37])[N:26]=2)[CH:15]=[CH:16][C:17]=1[N:18]1[CH:22]=[C:21]([CH3:23])[N:20]=[CH:19]1.C(O)(=O)C.C([BH3-])#N.[Na+]>O.CO>[F:2][CH:3]1[CH2:6][N:5]([CH2:31][C:29]2[CH:28]=[C:27]([CH2:33][O:34][CH2:35][C:36]([F:38])([F:39])[F:37])[N:26]=[C:25]([NH:24][C:14]3[CH:15]=[CH:16][C:17]([N:18]4[CH:22]=[C:21]([CH3:23])[N:20]=[CH:19]4)=[C:12]([O:11][CH3:10])[CH:13]=3)[N:30]=2)[CH2:4]1 |f:0.1,2.3,6.7|. Procedure: 3-Fluoroazetidine hydrochloride (25 mg, 0.23 mmol) was mixed with methanol (5 mL). Sodium methoxide (30 w % in methanol, 0.042 mL, 0.23 mmol) was added followed by 2-(3-methoxy-4-(4-methyl-1H-imidazol-1-yl)phenylamino)-6-((2,2,2-trifluoroethoxy)methyl)pyrimidine-4-carbaldehyde (80 mg, 0.19 mmol). The mixture was stirred for 2 min. Acetic acid (0.035 mL, 0.61 mmol) was added and the mixture was stirred for 5 min. Sodium cyanoborohydride (17 mg, 0.27 mmol) was added and the mixture was stirred at ... Starting materials: CC1=CC(=C(NC2CCN(CC2)C(=O)OCC)C=C1)[N+](=O)[O-] (ethyl 4-(4-methyl-2-nitroanilino)-1-piperidinecarboxylate), O1CCCC1 (tetrahydrofuran). The reagents and catalysts are [Pt] (platinum on carbon). The solvent is C(C)O (ethanol). Reaction conditions: time 7 hour. The product is ether-hexane, CC1=CC2=C(N(C(N2)=O)C2CCN(CC2)C(=O)OCC)C=C1 (ethyl 4-(5-methyl-2-oxo-1-benzimidazolinyl)piperidine-1-carboxylate). Reaction SMILES: [CH3:1][C:2]1[CH:19]=[CH:18][C:5]([NH:6][CH:7]2[CH2:12][CH2:11][N:10]([C:13]([O:15][CH2:16][CH3:17])=[O:14])[CH2:9][CH2:8]2)=[C:4]([N+:20]([O-])=O)[CH:3]=1.[O:23]1CCC[CH2:24]1>[Pt].C(O)C>[CH3:1][C:2]1[CH:19]=[CH:18][C:5]2[N:6]([CH:7]3[CH2:12][CH2:11][N:10]([C:13]([O:15][CH2:16][CH3:17])=[O:14])[CH2:9][CH2:8]3)[C:24](=[O:23])[NH:20][C:4]=2[CH:3]=1. Procedure details: A mixture of 8.23 g of ethyl 4-(4-methyl-2-nitroanilino)-1-piperidinecarboxylate, 200 mL of tetrahydrofuran , 225 mL of ethanol and 2 g of 5% platinum on carbon was stirred under an atmosphere of hydrogen for 7 h. The catalyst was filtered off and the filtrate concentrated to to a thick oil. To an ice cold, vigorously stirred solution of the resulting crude ethyl 4-(4-methyl-2-aminoanilino)-1-piperidinecarboxylate in 500 mL of ethyl acetate was added 500 mL of saturated sodium carbonate followed...